From a dataset of the Open Reaction Database (ORD), a public repository of structured organic reaction records. describe an organic reaction: reactants, conditions, products, and yield Reactants: CCOC(=O)c1c2c(n(C)c1C(=O)O)-c1nc(N)ncc1CC2, ClCCl, [I-], I, [K+], [Na+], O=C([O-])O, O. The product is CCOC(=O)c1c2c(n(C)c1I)-c1nc(N)ncc1CC2. As a reaction SMILES: [CH2:1]([CH3:2])[O:3][C:4](=[O:5])[c:6]1[c:7]([C:21]([OH:22])=[O:23])[n:8]([CH3:20])[c:9]2[c:10]1[CH2:11][CH2:12][c:13]1[cH:14][n:15][c:16]([NH2:19])[n:17][c:18]1-2.[Cl:32][CH2:33][Cl:34].[I-:31].[I:29].[K+:30].[Na+:28].[O-:24][C:25]([OH:26])=[O:27].[OH2:35]>>[CH2:1]([CH3:2])[O:3][C:4](=[O:5])[c:6]1[c:7]([I:31])[n:8]([CH3:20])[c:9]2[c:10]1[CH2:11][CH2:12][c:13]1[cH:14][n:15][c:16]([NH2:19])[n:17][c:18]1-2. The reactants are FC1=C(C=CC=C1)F (ortho-difluorobenzene), Cl (HCl), [Cl-].[Al+3].[Cl-].[Cl-] (aluminum chloride), ClC(Cl)OC (dichloromethyl methylether). The solvent is C(Cl)Cl (methylene chloride). Product: FC=1C=C(C=O)C=CC1F (3,4-difluorobenzaldehyde). RXN SMILES: [F:1][C:2]1[CH:7]=[CH:6][CH:5]=[CH:4][C:3]=1[F:8].[Cl-].[Al+3].[Cl-].[Cl-].Cl[CH:14]([O:16]C)Cl.Cl>C(Cl)Cl>[F:1][C:2]1[CH:7]=[C:6]([CH:5]=[CH:4][C:3]=1[F:8])[CH:14]=[O:16] |f:1.2.3.4|. Procedure: 57 g. (0.5 mole) of ortho-difluorobenzene in 250 ml. of methylene chloride is added to 100 g. (0.75 mole) of anhydrous aluminum chloride. The mixture is stirred (motor) and cooled in an ice bath while 85.5 g. (0.75 mole) of dichloromethyl methylether is added dropwise. Vigorous HCl evolution takes place, and the reaction mixture turns orange-red. After the addition, the mixture is stirred at room temperature for 15 minutes, and the liquid phase is decanted into 500 ml. of ice and water. The unre...